Dataset: the Open Reaction Database (ORD), a public repository of structured organic reaction records. Task: describe an organic reaction: reactants, conditions, products, and yield Starting materials: [BH3-]C#N, CCOC1(O[Si](C)(C)C)CC1, CC(=O)O, CO, CCOC(=O)c1ccc(N2CCCNCC2)cc1, [Na+], C1CCOC1. Product: CCOC(=O)c1ccc(N2CCCN(C3CC3)CC2)cc1. Reaction SMILES: [C:34]([BH3-:35])#[N:36].[CH2:19]([O:20][C:22]1([O:21][Si:25]([CH3:26])([CH3:27])[CH3:28])[CH2:23][CH2:24]1)[CH3:29].[CH3:30][C:31](=[O:32])[OH:33].[CH3:43][OH:44].[N:1]1([c:8]2[cH:9][cH:10][c:11]([C:12](=[O:13])[O:14][CH2:15][CH3:16])[cH:17][cH:18]2)[CH2:2][CH2:3][NH:4][CH2:5][CH2:6][CH2:7]1.[Na+:37].[O:38]1[CH2:39][CH2:40][CH2:41][CH2:42]1>>[N:1]1([c:8]2[cH:9][cH:10][c:11]([C:12](=[O:13])[O:14][CH2:15][CH3:16])[cH:17][cH:18]2)[CH2:2][CH2:3][N:4]([CH:22]2[CH2:23][CH2:24]2)[CH2:5][CH2:6][CH2:7]1. Starting materials: CI, CO, [Na+], S=C([S-])OC1CCCCC1. Yields the product CSC(=S)OC1CCCCC1. As a reaction SMILES: [CH3:12][I:13].[CH3:14][OH:15].[Na+:11].[O:1]([C:2](=[S:3])[S-:4])[CH:5]1[CH2:6][CH2:7][CH2:8][CH2:9][CH2:10]1>>[O:1]([C:2](=[S:3])[S:4][CH3:12])[CH:5]1[CH2:6][CH2:7][CH2:8][CH2:9][CH2:10]1.